From a dataset of the Open Reaction Database (ORD), a public repository of structured organic reaction records. describe an organic reaction: reactants, conditions, products, and yield The reactants are CCOC(=O)COc1ccc(O)cc1C(=O)NCc1ccc(Br)cc1F, CCO, CCOC(C)=O, [K+], [OH-]. Product: O=C(O)COc1ccc(O)cc1C(=O)NCc1ccc(Br)cc1F. As a reaction SMILES: [CH2:1]([CH3:2])[O:3][C:4]([CH2:5][O:6][c:7]1[c:8]([C:14]([NH:15][CH2:16][c:17]2[c:18]([F:24])[cH:19][c:20]([Br:23])[cH:21][cH:22]2)=[O:25])[cH:9][c:10]([OH:13])[cH:11][cH:12]1)=[O:26].[CH3:27][CH2:28][OH:29].[CH3:32][CH2:33][O:34][C:35](=[O:36])[CH3:37].[K+:31].[OH-:30]>>[O:3]=[C:4]([CH2:5][O:6][c:7]1[c:8]([C:14]([NH:15][CH2:16][c:17]2[c:18]([F:24])[cH:19][c:20]([Br:23])[cH:21][cH:22]2)=[O:25])[cH:9][c:10]([OH:13])[cH:11][cH:12]1)[OH:26]. Starting materials: COC1=CC2=C(C=CO2)C=C1 (6-methoxybenzofuran), [I-].[Li+] (lithium iodide), Cl (hydrochloric acid). Run in N1=C(C=C(C=C1C)C)C (collidine). Product: OC1=CC2=C(C=CO2)C=C1 (6-hydroxybenzofuran). Yield: 19.0%. As a reaction SMILES: C[O:2][C:3]1[CH:11]=[CH:10][C:6]2[CH:7]=[CH:8][O:9][C:5]=2[CH:4]=1.[I-].[Li+].Cl>N1C(C)=CC(C)=CC=1C>[OH:2][C:3]1[CH:11]=[CH:10][C:6]2[CH:7]=[CH:8][O:9][C:5]=2[CH:4]=1 |f:1.2|. Reported procedure: To a solution of 6-methoxybenzofuran (16.9 g) in collidine (200 ml) was added lithium iodide (30.5 g), and the mixture was refluxed under argon atmosphere for 1 day and cooled. To the mixture was added 1N hydrochloric acid, and the mixture was extracted with ethyl acetate. The organic layer was washed with 2N hydrochloric acid (5 times) and then washed with water and saturated brine, and dried with magnesium sulfate. Under reduced pressure, the solvent was evaporated, and the residue was purifie... Reactants: Br.NC1=CC=C(C=C1)C=1N=CC(NC1)=O (5-(4-Aminophenyl)-2(1H)-pyrazinone hydrobromide), CN(C(=O)Cl)C (dimethyl carbamoyl chloride). Yields the product CN(C(NC1=CC=C(C=C1)C=1N=CC(NC1)=O)=O)C (5-[4-(3,3-dimethylureido)phenyl]-2(1H)-pyrazinone). RXN SMILES: Br.[NH2:2][C:3]1[CH:8]=[CH:7][C:6]([C:9]2[N:10]=[CH:11][C:12](=[O:15])[NH:13][CH:14]=2)=[CH:5][CH:4]=1.[CH3:16][N:17]([CH3:21])[C:18](Cl)=[O:19]>>[CH3:16][N:17]([CH3:21])[C:18](=[O:19])[NH:2][C:3]1[CH:4]=[CH:5][C:6]([C:9]2[N:10]=[CH:11][C:12](=[O:15])[NH:13][CH:14]=2)=[CH:7][CH:8]=1 |f:0.1|. Procedure: 5-(4-Aminophenyl)-2(1H)-pyrazinone hydrobromide is treated with dimethyl carbamoyl chloride using a procedure similar to that of Exmaple 5 to form 5-[4-(3,3-dimethylureido)phenyl]-2(1H)-pyrazinone.